Dataset: the Open Reaction Database (ORD), a public repository of structured organic reaction records. Task: describe an organic reaction: reactants, conditions, products, and yield The reactants are C(C=C)OC(=O)C1=C(C=CC2=CC=CC=C12)CCCC(=O)OC (Methyl 1-[(2-propenyloxy)carbonyl]-2-naphthalenbutanoate), [OH-].[Li+] (lithium hydroxide). The solvent is C(C)(C)O (isopropyl alcohol). Run at time 1.5 hour. Yields the product C(C=C)OC(=O)C1=C(C=CC2=CC=CC=C12)CCCC(=O)O (1-[(2-propenyloxy)carbonyl]-2-naphthalenbutanoic Acid). Yield: 74.1%. Reaction SMILES: [CH2:1]([O:4][C:5]([C:7]1[C:16]2[C:11](=[CH:12][CH:13]=[CH:14][CH:15]=2)[CH:10]=[CH:9][C:8]=1[CH2:17][CH2:18][CH2:19][C:20]([O:22]C)=[O:21])=[O:6])[CH:2]=[CH2:3].[OH-].[Li+]>C(O)(C)C>[CH2:1]([O:4][C:5]([C:7]1[C:16]2[C:11](=[CH:12][CH:13]=[CH:14][CH:15]=2)[CH:10]=[CH:9][C:8]=1[CH2:17][CH2:18][CH2:19][C:20]([OH:22])=[O:21])=[O:6])[CH:2]=[CH2:3] |f:1.2|. Procedure: A solution of Example 11D (400 mg, 1.28 mmol) in isopropyl alcohol (5 mL) was treated with lithium hydroxide (1.0M, 1.28 mL, 1.28 mmol), stirred at room temperature for 1.5 hours, and partitioned between ethyl acetate and water. The aqueous layer was then acidified with 1N HCl, extracted with dichloromethane, dried (Na2SO4), filtered, and concentrated to provide 282.8 mg (74%) of the desired compound as a yellow oil. The product is OCCCOCC(=O)OC (methyl 3-hydroxypropyloxyacetate). Reactants: Cl (hydrochloric acid), [H-].[Na+] (sodium hydride), C[O-].[Na+] (sodium methoxide), C(CCO)O (trimethylene glycol), BrCC(=O)OC (methyl bromoacetate). Conditions: time 3 hour. Reaction SMILES: [H-].[Na+].[CH2:3]([OH:7])[CH2:4][CH2:5][OH:6].Br[CH2:9][C:10]([O:12][CH3:13])=[O:11].C[O-].[Na+].Cl>CO.C(OCC)(=O)C.CO>[OH:6][CH2:5][CH2:4][CH2:3][O:7][CH2:9][C:10]([O:12][CH3:13])=[O:11] |f:0.1,4.5,8.9|. Procedure: To sodium hydride (9.6 g, 0.40 mol) was dropwise added trimethylene glycol (144.5 ml, 2.0 mol) at 0° C. The mixture was stirred at room temperature for 3 hours. Thereto was dropwise added, at 0° C., methyl bromoacetate (44.4 ml, 0.40 mol). The mixture was stirred at room temperature for 1.5 hours. The reaction mixture was subjected to silica gel column chromatography (developing solvent: ethyl acetate / methanol=19/1) to remove sodium bromide. After concentration, the concentrate was dissolved i... The solvent is C(C)(=O)OCC.CO (ethyl acetate methanol), CO (methanol). Isolated yield 61.2%. Starting materials: C1(=CC=C(C=C1)S(=O)(=O)O)C.C(C1=CC=CC=C1)OC([C@@H](N)CC1=CC=C(C=C1)O)=O (L-tyrosine benzyl ester p-toluenesulfonate), N1=CC=CC=C1 (pyridine), ClCCl (dichloromethane), ice, ClC(=O)OC (methyl chloroformate). The solvent is O (water). Run at time 1 hour. The product is C(C1=CC=CC=C1)OC([C@@H](NC(=O)OC)CC1=CC=C(C=C1)O)=O (N-methoxycarbonyl-L-tyrosine benzyl ester). As a reaction SMILES: C1(C)C=CC(S(O)(=O)=O)=CC=1.[CH2:12]([O:19][C:20](=[O:31])[C@H:21]([CH2:23][C:24]1[CH:29]=[CH:28][C:27]([OH:30])=[CH:26][CH:25]=1)[NH2:22])[C:13]1[CH:18]=[CH:17][CH:16]=[CH:15][CH:14]=1.N1C=CC=CC=1.ClCCl.Cl[C:42]([O:44][CH3:45])=[O:43]>O>[CH2:12]([O:19][C:20](=[O:31])[C@H:21]([CH2:23][C:24]1[CH:25]=[CH:26][C:27]([OH:30])=[CH:28][CH:29]=1)[NH:22][C:42]([O:44][CH3:45])=[O:43])[C:13]1[CH:14]=[CH:15][CH:16]=[CH:17][CH:18]=1 |f:0.1|. Reported procedure: To an ice-cooled mixture of L-tyrosine benzyl ester p-toluenesulfonate (41.0 g), pyridine (16.4 ml), and dichloromethane (92 ml) was added methyl chloroformate (7.8 ml). The mixture was stirred in an ice-bath for 1 hour, diluted with water, and extracted once with dichloromethane. The extract was concentrated in vacuo and the residue was dissolved in ethyl acetate, washed with water and brine, dried over anhydrous magnesium sulfate, and concentrated in vacuo. Purification of the crude product by... Reaction SMILES: [C:8]([O:9][C:10](=[O:11])[NH:15][CH:16]1[CH2:17][N:18]([c:22]2[cH:23][c:24]([C:25](=[O:26])[O:27][CH3:28])[cH:29][cH:30][cH:31]2)[CH2:19][CH2:20][CH2:21]1)([CH3:12])([CH3:13])[CH3:14].[Cl:32][CH2:33][Cl:34].[OH:1][C:2]([C:3]([F:4])([F:5])[F:6])=[O:7]>>[NH2:15][CH:16]1[CH2:17][N:18]([c:22]2[cH:23][c:24]([C:25](=[O:26])[O:27][CH3:28])[cH:29][cH:30][cH:31]2)[CH2:19][CH2:20][CH2:21]1. Reactants: COC(=O)c1cccc(N2CCCC(NC(=O)OC(C)(C)C)C2)c1, ClCCl, O=C(O)C(F)(F)F. Yields the product COC(=O)c1cccc(N2CCCC(N)C2)c1. Starting materials: NC=1SC=C(N1)/C(/C(=O)N[C@H]1[C@@H]2N(C(=C(CS2)[C@H]2OCCC2)C(=O)OCC2=CC=C(C=C2)OC)C1=O)=N/OC (4-Methoxybenzyl (6R,7R)-7-[2-(2-aminothiazol-4-yl)-2-(Z)-methoxyiminoacetamido]-3-[(S)-tetrahydrofuran-2-yl]ceph-3-em-4-carboxylate), ClC1=CC(=CC=C1)C(=O)OO (m-chloroperbenzoic acid). Solvent: C(C)(=O)OCC (ethyl acetate), C(C)(=O)OCC (ethyl acetate). The product is NC=1SC=C(N1)/C(/C(=O)N[C@H]1[C@@H]2N(C(=C(C[S@@]2=O)[C@H]2OCCC2)C(=O)OCC2=CC=C(C=C2)OC)C1=O)=N/OC (4-Methoxybenzyl (1S,6R,7R)-7-[2-(2-Aminothiazol-4-yl)-2-(Z)-methoxyiminoacetamido]-3-[(S)-tetrahydrofuran-2-yl]ceph-3-em-4-carboxylate-1-oxide). The yield is 69.0%. As a reaction SMILES: [NH2:1][C:2]1[S:3][CH:4]=[C:5](/[C:7](=[N:37]/[O:38][CH3:39])/[C:8]([NH:10][C@@H:11]2[C:35](=[O:36])[N:13]3[C:14]([C:23]([O:25][CH2:26][C:27]4[CH:32]=[CH:31][C:30]([O:33][CH3:34])=[CH:29][CH:28]=4)=[O:24])=[C:15]([C@@H:18]4[CH2:22][CH2:21][CH2:20][O:19]4)[CH2:16][S:17][C@H:12]23)=[O:9])[N:6]=1.ClC1C=CC=C(C(OO)=[O:48])C=1>C(OCC)(=O)C>[NH2:1][C:2]1[S:3][CH:4]=[C:5](/[C:7](=[N:37]/[O:38][CH3:39])/[C:8]([NH:10][C@@H:11]2[C:35](=[O:36])[N:13]3[C:14]([C:23]([O:25][CH2:26][C:27]4[CH:32]=[CH:31][C:30]([O:33][CH3:34])=[CH:29][CH:28]=4)=[O:24])=[C:15]([C@@H:18]4[CH2:22][CH2:21][CH2:20][O:19]4)[CH2:16][S@:17](=[O:48])[C@H:12]23)=[O:9])[N:6]=1. Procedure: 4-Methoxybenzyl (6R,7R)-7-[2-(2-aminothiazol-4-yl)-2-(Z)-methoxyiminoacetamido]-3-[(S)-tetrahydrofuran-2-yl]ceph-3-em-4-carboxylate (see example 7) (250mg, 0.44mmol) in ethyl acetate (25ml) was stirred in an ice bath and a solution of m-chloroperbenzoic acid (75mg, 0.44mmol) in ethyl acetate (5ml) was added. After 10 min the reaction mixture was washed with dilute aqueous sodium hydrogen carbonate then water followed by drying (magnesium sulphate) and evaporation under reduced pressure. The resi... Reactants: [N+](=O)([O-])C1N(CCNC1)CC1=CC=CC=C1 (nitrobenzyl piperazine). Reagents/catalysts: O=[Pt]=O (PtO2). Run in C(C)O (ethanol). Reaction conditions: time 0.75 hour. The product is NC1N(CCNC1)CC1=CC=CC=C1 (amino-benzyl piperazine). The yield is 183.7%. Reaction SMILES: [N+:1]([CH:4]1[CH2:9][NH:8][CH2:7][CH2:6][N:5]1[CH2:10][C:11]1[CH:16]=[CH:15][CH:14]=[CH:13][CH:12]=1)([O-])=O>C(O)C.O=[Pt]=O>[NH2:1][CH:4]1[CH2:9][NH:8][CH2:7][CH2:6][N:5]1[CH2:10][C:11]1[CH:12]=[CH:13][CH:14]=[CH:15][CH:16]=1. Procedure: Reaction of Intermediate 2 with 4-nitrobenzaldehyde under standard reductive amination conditions gave 1-(3-[5-(1,2,4-triazol-4-yl)-1H-indol-3-yl]propyl)-4-(4-(nitro)benzyl)piperazine in 46% yield. PtO2 (60 mg) was suspended in ethanol (40 ml) and stirred under an atmosphere of hydrogen for 0.75 h. The preceding nitrobenzyl piperazine (0.33 g, 0.74 mmol) was then added and the mixture stirred for 2 h. The catalyst was removed by filtration through celite, the solvent removed under vacuum and the... The reactants are O (water), CCOCC (ether), ClCC=CCCl (1,4-Dichloro-2-butene), diethyl sodio malonate, C(CC(=O)OCC)(=O)OCC (diethyl malonate). Run in C(C)O (ethanol). Product: C(C)OC1(C(C1=C=O)C=C)OCC (1,1-bis-ethoxy-carbonyl-2-vinylcyclopropane). RXN SMILES: [C:1]([O:9]CC)(=O)[CH2:2][C:3]([O:5][CH2:6][CH3:7])=[O:4].Cl[CH2:13][CH:14]=[CH:15]CCl.O.[CH3:19][CH2:20]OCC>C(O)C>[CH2:6]([O:5][C:3]1([O:4][CH2:19][CH3:20])[C:2](=[C:1]=[O:9])[CH:13]1[CH:14]=[CH2:15])[CH3:7]. Procedure details: To a solution of 18.4 g (2 equivalents) in 300 ml of anhydrous ethanol is added rapidly 164 g (1 equivalent) of diethyl malonate. 1,4-Dichloro-2-butene (98% mixture of cis and trans, Aldrich) (50 g, 1 equivalent) is slowly added to the warm, stirred suspension of the diethyl sodio malonate during 15 minutes after which the mixture is refluxed for 3 hours. Upon cooling, the mixture is poured into 1.2 liters of water and an oil isolated by ether extraction. The ether extract is dried over magnesiu...